describe an organic reaction: reactants, conditions, products, and yield From a dataset of the Open Reaction Database (ORD), a public repository of structured organic reaction records. Reactants: C([O-])([O-])=O.[K+].[K+] (potassium carbonate), CS(=O)(=O)N1CCC(=CC1)C=1C=C2C(=CN1)O[C@@](C2)(C2CCNCC2)C ((S)-5-(1-methanesulfonyl-1,2,3,6-tetrahydro-pyridin-4-yl)-2-methyl-2-piperidin-4-yl-2,3-dihydro-furo[2,3-c]pyridine), Intermediate 41, ClC1=NC=C(N=C1)C(F)(F)F (2-chloro-5-(trifluoromethyl)pyrazine). Solvent: CS(=O)C (dimethylsulfoxide). Product: CS(=O)(=O)N1CCC(=CC1)C=1C=C2C(=CN1)O[C@@](C2)(C2CCN(CC2)C2=NC=C(N=C2)C(F)(F)F)C ((S)-5-(1-Methanesulfonyl-1,2,3,6-tetrahydro-pyridin-4-yl)-2-methyl-2-[1-(5-trifluoromethyl-pyrazin-2-yl)-piperidin-4-yl]-2,3-dihydro-furo[2,3-c]pyridine). Reaction SMILES: [CH3:1][S:2]([N:5]1[CH2:10][CH:9]=[C:8]([C:11]2[CH:12]=[C:13]3[CH2:19][C@@:18]([CH3:26])([CH:20]4[CH2:25][CH2:24][NH:23][CH2:22][CH2:21]4)[O:17][C:14]3=[CH:15][N:16]=2)[CH2:7][CH2:6]1)(=[O:4])=[O:3].Cl[C:28]1[CH:33]=[N:32][C:31]([C:34]([F:37])([F:36])[F:35])=[CH:30][N:29]=1.C(=O)([O-])[O-].[K+].[K+]>CS(C)=O>[CH3:1][S:2]([N:5]1[CH2:6][CH:7]=[C:8]([C:11]2[CH:12]=[C:13]3[CH2:19][C@@:18]([CH3:26])([CH:20]4[CH2:25][CH2:24][N:23]([C:28]5[CH:33]=[N:32][C:31]([C:34]([F:37])([F:36])[F:35])=[CH:30][N:29]=5)[CH2:22][CH2:21]4)[O:17][C:14]3=[CH:15][N:16]=2)[CH2:9][CH2:10]1)(=[O:3])=[O:4] |f:2.3.4|. Reported procedure: The title compound is prepared from (S)-5-(1-methanesulfonyl-1,2,3,6-tetrahydro-pyridin-4-yl)-2-methyl-2-piperidin-4-yl-2,3-dihydro-furo[2,3-c]pyridine (Intermediate 41; the configuration of the stereocenter is arbitrarily assigned) and 2-chloro-5-(trifluoromethyl)pyrazine in dimethylsulfoxide at 100° C. in the presence of potassium carbonate. LC (method 4): tR=1.06 min; Mass spectrum (ESI+): m/z=524 [M+H]+. The reactants are CC(=O)O, O=N[O-], NNC(=O)c1nc(-c2cccc3ccccc23)no1, [Na+], O. The product is [N-]=[N+]=NC(=O)c1nc(-c2cccc3ccccc23)no1. Reaction SMILES: [CH3:24][C:25](=[O:26])[OH:27].[N:20]([O-:21])=[O:22].[NH:1]([NH2:2])[C:3](=[O:4])[c:5]1[n:6][c:7](-[c:10]2[cH:11][cH:12][cH:13][c:14]3[cH:15][cH:16][cH:17][cH:18][c:19]23)[n:8][o:9]1.[Na+:23].[OH2:28]>>[N:1](=[N+:2]=[N-:20])[C:3](=[O:4])[c:5]1[n:6][c:7](-[c:10]2[cH:11][cH:12][cH:13][c:14]3[cH:15][cH:16][cH:17][cH:18][c:19]23)[n:8][o:9]1. Reactants: OC1=CC(N(C=C1)CCC1=CC2=C(CCN(CC2)C(C(F)(F)F)=O)C=C1)=O (4-Hydroxy-1-{2-[3-(2,2,2-trifluoro-acetyl)-2,3,4,5-tetrahydro-1H-3-benzazepin-7-yl]-ethyl}-1H-pyridin-2-one), CC=1C=CC(=NC1)CO ((5-methyl-pyridin-2-yl)-methanol), C1(=CC=CC=C1)P(C1=CC=CC=C1)C1=CC=CC=C1 (triphenylphosphane), N(=NC(=O)OC(C)C)C(=O)OC(C)C (diisopropyl azodicarboxylate), C1(=CC=CC=C1)P(C1=CC=CC=C1)C1=CC=CC=C1 (triphenylphosphane), N(=NC(=O)OC(C)C)C(=O)OC(C)C (diisopropyl azodicarboxylate). The solvent is C(Cl)Cl (DCM). Run at temperature 0 celsius, time 16 hour. Yields the product CC=1C=CC(=NC1)COC1=CC(N(C=C1)CCC1=CC2=C(CCN(CC2)C(C(F)(F)F)=O)C=C1)=O (4-(5-Methyl-pyridin-2-ylmethoxy)-1-{2-[3-(2,2,2-trifluoro-acetyl)-2,3,4,5-tetrahydro-1H-3-benzazepin-7-yl]-ethyl}-1H-pyridin-2-one). Reaction SMILES: [OH:1][C:2]1[CH:7]=[CH:6][N:5]([CH2:8][CH2:9][C:10]2[CH:26]=[CH:25][C:13]3[CH2:14][CH2:15][N:16]([C:19](=[O:24])[C:20]([F:23])([F:22])[F:21])[CH2:17][CH2:18][C:12]=3[CH:11]=2)[C:4](=[O:27])[CH:3]=1.[CH3:28][C:29]1[CH:30]=[CH:31][C:32]([CH2:35]O)=[N:33][CH:34]=1.C1(P(C2C=CC=CC=2)C2C=CC=CC=2)C=CC=CC=1.N(C(OC(C)C)=O)=NC(OC(C)C)=O>C(Cl)Cl>[CH3:28][C:29]1[CH:30]=[CH:31][C:32]([CH2:35][O:1][C:2]2[CH:7]=[CH:6][N:5]([CH2:8][CH2:9][C:10]3[CH:26]=[CH:25][C:13]4[CH2:14][CH2:15][N:16]([C:19](=[O:24])[C:20]([F:21])([F:22])[F:23])[CH2:17][CH2:18][C:12]=4[CH:11]=3)[C:4](=[O:27])[CH:3]=2)=[N:33][CH:34]=1. Procedure details: To 320 mg (0.84 mmol) 4-hydroxy-1-{2-[3-(2,2,2-trifluoro-acetyl)-2,3,4,5-tetrahydro-1H-3-benzazepin-7-yl]-ethyl}-1H-pyridin-2-one (preparation 21b) in 25 mL DCM is added 129 mg (1.05 mmol) (5-methyl-pyridin-2-yl)-methanol and 221 mg (0.84 mmol) triphenylphosphane. The reaction mixture is cooled to 0° C. and 174 μL (0.84 mmol) diisopropyl azodicarboxylate is added. The reaction mixture is stirred 16 h at RT and then additional 221 mg (0.84 mmol) triphenylphosphane and 174 μL (0.84 mmol) diisoprop... Starting materials: CC#N, CCn1c(=O)c(-c2cc(OC)cc(OC)c2)cc2cnc(SC)nc21, Cl, [LiH], Nc1ccncc1, C1CCOC1, O. Product: Cl, CCn1c(=O)c(-c2cc(OC)cc(OC)c2)cc2cnc(Nc3ccncc3)nc21. As a reaction SMILES: [CH3:41][C:42]#[N:43].[CH3:9][S:10][c:11]1[n:12][cH:13][c:14]2[c:15]([n:16]1)[n:17]([CH2:32][CH3:33])[c:18](=[O:31])[c:19](-[c:21]1[cH:22][c:23]([O:29][CH3:30])[cH:24][c:25]([O:27][CH3:28])[cH:26]1)[cH:20]2.[ClH:34].[LiH:8].[NH2:1][c:2]1[cH:3][cH:4][n:5][cH:6][cH:7]1.[O:35]1[CH2:36][CH2:37][CH2:38][CH2:39]1.[OH2:40]>>[ClH:34].[NH:1]([c:2]1[cH:3][cH:4][n:5][cH:6][cH:7]1)[c:11]1[n:12][cH:13][c:14]2[c:15]([n:16]1)[n:17]([CH2:32][CH3:33])[c:18](=[O:31])[c:19](-[c:21]1[cH:22][c:23]([O:29][CH3:30])[cH:24][c:25]([O:27][CH3:28])[cH:26]1)[cH:20]2.